This data is from the Open Reaction Database (ORD), a public repository of structured organic reaction records. The task is: describe an organic reaction: reactants, conditions, products, and yield Starting materials: ClC1=C(C#N)C=CC(=C1)OC1=C(C=C(C=C1)OC)Cl (2-chloro-4-(2-chloro-4-methoxy-phenoxy)-benzonitrile), B(Br)(Br)Br (boron tribromide), O (water), CO (methanol). The solvent is ClCCl (dichloromethane), ClCCl (dichloromethane), ClCCl (dichloromethane). The product is ClC1=C(C#N)C=CC(=C1)OC1=C(C=C(C=C1)O)Cl (2-chloro-4-(2-chloro-4-hydroxy-phenoxy)-benzonitrile). Reaction SMILES: [Cl:1][C:2]1[CH:9]=[C:8]([O:10][C:11]2[CH:16]=[CH:15][C:14]([O:17]C)=[CH:13][C:12]=2[Cl:19])[CH:7]=[CH:6][C:3]=1[C:4]#[N:5].B(Br)(Br)Br.CO.O>ClCCl>[Cl:1][C:2]1[CH:9]=[C:8]([O:10][C:11]2[CH:16]=[CH:15][C:14]([OH:17])=[CH:13][C:12]=2[Cl:19])[CH:7]=[CH:6][C:3]=1[C:4]#[N:5]. Reported procedure: 0.5 g (1.7 mmol) of 2-chloro-4-(2-chloro-4-methoxy-phenoxy)-benzonitrile and 2.21 mL (2.21 mmol) of boron tribromide 1M in dichloromethane were stirred in 5.5 mL dichloromethane for 5 days at RT. The mixture was carefully combined with methanol and then water and dichloromethane were added. The phases were separated and the aqueous phase was extracted twice more with dichloromethane. The organic phase was dried on sodium sulphate and evaporated down. The reactants are FC=1C=C2C=CNC2=CC1 (5-Fluoroindole), C(#N)[BH3-].[Na+] (sodium cyanoborohydride). The solvent is O (water), [OH-].[Na+] (sodium hydroxide), C(C)(=O)O (acetic acid). Conditions: time 1 hour. Product: FC=1C=C2CCNC2=CC1 (5-fluoroindoline). As a reaction SMILES: [F:1][C:2]1[CH:3]=[C:4]2[C:8](=[CH:9][CH:10]=1)[NH:7][CH:6]=[CH:5]2.C([BH3-])#N.[Na+]>C(O)(=O)C.O.[OH-].[Na+]>[F:1][C:2]1[CH:3]=[C:4]2[C:8](=[CH:9][CH:10]=1)[NH:7][CH2:6][CH2:5]2 |f:1.2,5.6|. Procedure: 5-Fluoroindole (3 g, 22.2 mmol) in glacial acetic acid (35 mL) was treated with sodium cyanoborohydride (2.79 mg, 44.4 mmol) portionwise at room temperature with stirring. After one hour, the reaction was diluted with water and basified with 40% sodium hydroxide with cooling. The mixture was extracted 3 times with dichloromethane, dried and concentrated to give 5-fluoroindoline. It was used in the next step without further purification. 1H-NMR (300 MHz, dimethylsulfoxide-d6) δ 6.86 (m, 1H), 6.68... Reported procedure: A 0.10 M solution of 13c (10.5 mg, 0.0172 mmol) in pyridine (0.172 mL) was cooled to 0° C., and acetic anhydride (8.10 μL, 0.0861 mmol) was added. The reaction mixture was allowed to warm to rt over 2 h and was stirred at rt for 24 h. The solvent was removed under reduced pressure. Column chromatography (100:0 to 90:10 CH2Cl2:MeOH) afforded 10.1 mg (90%) of 4 as an amorphous solid. [α]D23=+60.5 (c=0.6, MeOH). IR: 1229, 1371, 1420, 1466, 1499, 1549, 1665, 1742, 2792, 2848, 2875, 2934, 2961, 3305,... Reaction SMILES: [OH:1][CH:2]([C:34]1[S:35][CH:36]=[C:37]([C:39](=[O:42])[NH:40][CH3:41])[N:38]=1)[CH2:3][CH:4]([N:8]([CH2:26][O:27][C:28](=[O:33])[CH2:29][CH:30]([CH3:32])[CH3:31])[C:9](=[O:25])[CH:10]([NH:15][C:16]([CH:18]1[CH2:23][CH2:22][CH2:21][CH2:20][N:19]1[CH3:24])=[O:17])[CH:11]([CH3:14])[CH2:12][CH3:13])[CH:5]([CH3:7])[CH3:6].[C:43](OC(=O)C)(=[O:45])[CH3:44]>N1C=CC=CC=1>[C:43]([O:1][CH:2]([C:34]1[S:35][CH:36]=[C:37]([C:39](=[O:42])[NH:40][CH3:41])[N:38]=1)[CH2:3][CH:4]([N:8]([CH2:26][O:27][C:28](=[O:33])[CH2:29][CH:30]([CH3:32])[CH3:31])[C:9](=[O:25])[CH:10]([NH:15][C:16]([CH:18]1[CH2:23][CH2:22][CH2:21][CH2:20][N:19]1[CH3:24])=[O:17])[CH:11]([CH3:14])[CH2:12][CH3:13])[CH:5]([CH3:7])[CH3:6])(=[O:45])[CH3:44]. Yields the product C(C)(=O)OC(CC(C(C)C)N(C(C(C(CC)C)NC(=O)C1N(CCCC1)C)=O)COC(CC(C)C)=O)C=1SC=C(N1)C(NC)=O (3-methyl-butyric acid ({1-[2-acetoxy-2-(4-methylcarbamoyl-thiazol-2-yl)-ethyl]-2-methyl-propyl}-{3-methyl-2-[(1-methyl-piperidine-2-carbonyl)-amino]-pentanoyl}-amino)-methyl ester). Run in N1=CC=CC=C1 (pyridine). Reaction conditions: time 24 hour. Isolated yield 90.1%. Reactants: solution, OC(CC(C(C)C)N(C(C(C(CC)C)NC(=O)C1N(CCCC1)C)=O)COC(CC(C)C)=O)C=1SC=C(N1)C(NC)=O (3-methyl-butyric acid ({1-[2-hydroxy-2-(4-methylcarbamoyl-thiazol-2-yl)-ethyl]-2-methyl-propyl}-{3-methyl-2-[(1-methyl-piperidine-2-carbonyl)-amino]-pentanoyl}-amino)-methyl ester), C(C)(=O)OC(C)=O (acetic anhydride). Conditions: time 1 hour. Isolated yield 62.6%. Yields the product C(C)(C)NC(=S)N1C=CC2=CC=C(C=C12)Cl (6-Chloro-indole-1-carbothioic acid isopropylamide). Reactants: C(C)(C)N=C=S (isopropyl isothiocyanate), CCCCCC (hexane), [H-].[K+] (potassium hydride), ClC1=CC=C2C=CNC2=C1 (6-chloroindole). The solvent is C1CCOC1 (THF), C1CCOC1 (THF). As a reaction SMILES: CCCCCC.[H-].[K+].[Cl:9][C:10]1[CH:18]=[C:17]2[C:13]([CH:14]=[CH:15][NH:16]2)=[CH:12][CH:11]=1.[CH:19]([N:22]=[C:23]=[S:24])([CH3:21])[CH3:20]>C1COCC1>[CH:19]([NH:22][C:23]([N:16]1[C:17]2[C:13](=[CH:12][CH:11]=[C:10]([Cl:9])[CH:18]=2)[CH:14]=[CH:15]1)=[S:24])([CH3:21])[CH3:20] |f:1.2|. Procedure: A stirred slurry of hexane washed potassium hydride (0.56 g, 13.9 mmol) in 25 mL of dry THF was treated portionwise with 6-chloroindole (2.0 g, 13.9 mmol). The mixture was heated at reflux until a clear solution was obtained. A solution of isopropyl isothiocyanate (1.4 g, 13.9 mmol) in 5 mL THF was slowly added and stirring was continued for 1 hour. The solvent was evaporated and the residue partitioned between EtOAc and 1N HCl. The organic layer was washed with brine, dried over Na2SO4 and conc... Reactants: C[Si](C)(C)Cl, CN(C)C=O, O, C#CCC(O)(CCC)CCCC, c1c[nH]cn1. Product: C#CCC(CCC)(CCCC)O[Si](C)(C)C. As a reaction SMILES: [CH3:18][Si:19]([Cl:20])([CH3:21])[CH3:22].[CH3:24][N:25]([CH3:26])[CH:27]=[O:28].[OH2:23].[OH:1][C:2]([CH2:3][C:4]#[CH:5])([CH2:6][CH2:7][CH2:8][CH3:9])[CH2:10][CH2:11][CH3:12].[nH:13]1[cH:14][cH:15][n:16][cH:17]1>>[O:1]([C:2]([CH2:3][C:4]#[CH:5])([CH2:6][CH2:7][CH2:8][CH3:9])[CH2:10][CH2:11][CH3:12])[Si:19]([CH3:18])([CH3:21])[CH3:22]. The reactants are C(OC(C)Cl)(OCC1=CC=CO1)=O (α-chloroethyl furfuryl carbonate), NCC(=O)OCC (ethyl glycinate), O (water), [Na+].[Cl-] (NaCl). The solvent is C1CCOC1 (THF), C([O-])([O-])=O.[K+].[K+] (potassium carbonate). Conditions: time 18 hour. Product: C(C1=CC=CO1)OC(=O)NCC(=O)OCC (ethyl furfuryloxycarbonyl-glycinate). The yield is 66.0%. As a reaction SMILES: [C:1](=[O:13])([O:6][CH2:7][C:8]1[O:12][CH:11]=[CH:10][CH:9]=1)OC(Cl)C.[NH2:14][CH2:15][C:16]([O:18][CH2:19][CH3:20])=[O:17].O.[Na+].[Cl-]>C1COCC1.C(=O)([O-])[O-].[K+].[K+]>[CH2:7]([O:6][C:1]([NH:14][CH2:15][C:16]([O:18][CH2:19][CH3:20])=[O:17])=[O:13])[C:8]1[O:12][CH:11]=[CH:10][CH:9]=1 |f:3.4,6.7.8|. Reported procedure: 2.05 g (10 mmol) of α-chloroethyl furfuryl carbonate are added to a solution of 1.03 g (10 mmol) of ethyl glycinate in 6 ml of THF and 4 ml of 0.5M potassium carbonate solution maintained at between 5° and 10° C. The mixture is allowed to come to room temperature and is stirred for 18 hours. 50 ml of water saturated with NaCl are added and the mixture is extracted with 3×40 ml of ethyl ether. The organic phases are combined and dried over magnesium sulphate. After removal of the solvent and dist...